From a dataset of the Open Reaction Database (ORD), a public repository of structured organic reaction records. describe an organic reaction: reactants, conditions, products, and yield Starting materials: CC(C)CN(C(CO)CCCCNC(=O)C(N)Cc1ccc2ccccc2c1)S(=O)(=O)c1ccc(N)cc1, O=Cc1ccccn1. The product is CC(C)CN(C(CO)CCCCNC(=O)C(Cc1ccc2ccccc2c1)NCc1ccccn1)S(=O)(=O)c1ccc(N)cc1. As a reaction SMILES: [NH2:1][CH:2]([C:3](=[O:4])[NH:5][CH2:6][CH2:7][CH2:8][CH2:9][CH:10]([CH2:11][OH:12])[N:13]([CH2:14][CH:15]([CH3:16])[CH3:17])[S:18](=[O:19])(=[O:20])[c:21]1[cH:22][cH:23][c:24]([NH2:27])[cH:25][cH:26]1)[CH2:28][c:29]1[cH:30][c:31]2[cH:32][cH:33][cH:34][cH:35][c:36]2[cH:37][cH:38]1.[n:39]1[c:40]([CH:45]=[O:46])[cH:41][cH:42][cH:43][cH:44]1>>[NH:1]([CH:2]([C:3](=[O:4])[NH:5][CH2:6][CH2:7][CH2:8][CH2:9][CH:10]([CH2:11][OH:12])[N:13]([CH2:14][CH:15]([CH3:16])[CH3:17])[S:18](=[O:19])(=[O:20])[c:21]1[cH:22][cH:23][c:24]([NH2:27])[cH:25][cH:26]1)[CH2:28][c:29]1[cH:30][c:31]2[cH:32][cH:33][cH:34][cH:35][c:36]2[cH:37][cH:38]1)[CH2:45][c:40]1[n:39][cH:44][cH:43][cH:42][cH:41]1. Yield: 79.7%. Run in ClCCl (dichloromethane), C(C)N(CC)CC (triethylamine). Starting materials: OCCC[C@H]1C(NC2=C(O1)C=C1CCCCC1=C2)=O ((S)-6,7,8,9-tetrahydro-2-(3-hydroxypropyl)-2H-naphtho[2,3-b][1,4] oxazin-3(4H)-one), CS(=O)(=O)Cl (methanesulfonyl chloride). Reaction SMILES: [OH:1][CH2:2][CH2:3][CH2:4][C@@H:5]1[O:10][C:9]2[CH:11]=[C:12]3[C:17](=[CH:18][C:8]=2[NH:7][C:6]1=[O:19])[CH2:16][CH2:15][CH2:14][CH2:13]3.[CH3:20][S:21](Cl)(=[O:23])=[O:22]>ClCCl.C(N(CC)CC)C>[S:21]([O:1][CH2:2][CH2:3][CH2:4][C@@H:5]1[O:10][C:9]2[CH:11]=[C:12]3[C:17](=[CH:18][C:8]=2[NH:7][C:6]1=[O:19])[CH2:16][CH2:15][CH2:14][CH2:13]3)([CH3:20])(=[O:23])=[O:22]. Product: S(=O)(=O)(C)OCCC[C@H]1C(NC2=C(O1)C=C1CCCCC1=C2)=O ((S)-6,7,8,9-tetrahydro-2-(3-mesyloxypropyl)-2H-naphto[2,3-b][1,4]oxazin-3(4H)-one). Procedure: To a stirred , ice-cooled suspension of (S)-6,7,8,9-tetrahydro-2-(3-hydroxypropyl)-2H-naphtho[2,3-b][1,4] oxazin-3(4H)-one (1.15 g) in a mixture of dichloromethane (40 ml) and triethylamine (0.45 g), was added dropwise methanesulfonyl chloride (1.01 g). The whole was stirred at 0° C. for 1.5 hour, washed with water and dried over magnesium sulfate. The solvent was distilled off and the residue was purified by column chromatography on silica gel (60 g) with ethyl acetate-hexane (3:2, v/v). The re... Run at temperature 0 celsius, time 1.5 hour. Starting materials: COS(=O)(=O)OC, [K+], [K+], O=[N+]([O-])CC(=S)[S-], O=[N+]([O-])CC(=S)[S-], O. Yields the product [K+], CC(C(=S)[S-])[N+](=O)[O-]. RXN SMILES: [CH3:17][O:18][S:19]([O:20][CH3:21])(=[O:22])=[O:23].[K+:8].[K+:9].[N+:10]([CH2:13][C:11]([S-:12])=[S:14])([O-:15])=[O:16].[N+:1](=[O:2])([O-:3])[CH2:4][C:5](=[S:6])[S-:7].[OH2:24]>>[K+:8].[N+:1](=[O:2])([O-:3])[CH:4]([C:5](=[S:6])[S-:7])[CH3:13]. The reactants are CO, Cl, c1ccc(OC2CCC(OC3CCCCO3)C2)cc1. Product: OC1CCC(Oc2ccccc2)C1. As a reaction SMILES: [CH3:21][OH:22].[ClH:20].[O:1]([c:2]1[cH:3][cH:4][cH:5][cH:6][cH:7]1)[CH:8]1[CH2:9][CH:10]([O:13][CH:14]2[CH2:15][CH2:16][CH2:17][CH2:18][O:19]2)[CH2:11][CH2:12]1>>[O:1]([c:2]1[cH:3][cH:4][cH:5][cH:6][cH:7]1)[CH:8]1[CH2:9][CH:10]([OH:13])[CH2:11][CH2:12]1.